Dataset: the Open Reaction Database (ORD), a public repository of structured organic reaction records. Task: describe an organic reaction: reactants, conditions, products, and yield The reactants are [Cl-], O=S(Cl)Cl, c1ccccc1, O=C(O)c1cnccn1. The product is O=C(Cl)c1cnccn1. Reaction SMILES: [Cl-:14].[S:10]([Cl:11])([Cl:12])=[O:13].[cH:15]1[cH:16][cH:17][cH:18][cH:19][cH:20]1.[n:1]1[c:2]([C:7](=[O:8])[OH:9])[cH:3][n:4][cH:5][cH:6]1>>[n:1]1[c:2]([C:7](=[O:9])[Cl:12])[cH:3][n:4][cH:5][cH:6]1.